From a dataset of the Open Reaction Database (ORD), a public repository of structured organic reaction records. describe an organic reaction: reactants, conditions, products, and yield Reactants: NC1=NC(=NC(=N1)C)C=1C=C(C=NC1NC=1C=NC(=C(C1)F)OC)C(C)=O (1-(5-(4-amino-6-methyl-1,3,5-triazin-2-yl)-6-(5-fluoro-6-methoxypyridin-3-ylamino)pyridin-3-yl)ethanone), C[Mg]Br (methylmagnesium bromide). The solvent is C1CCOC1 (THF). Conditions: temperature 0 celsius, time 5 minute. Product: NC1=NC(=NC(=N1)C)C=1C=C(C=NC1NC=1C=NC(=C(C1)F)OC)C(C)(C)O (2-(5-(4-amino-6-methyl-1,3,5-triazin-2-yl)-6-(5-fluoro-6-methoxypyridin-3-ylamino)pyridin-3-yl)propan-2-ol). Yield: 34.1%. Reaction SMILES: [NH2:1][C:2]1[N:7]=[C:6]([CH3:8])[N:5]=[C:4]([C:9]2[CH:10]=[C:11]([C:25](=[O:27])[CH3:26])[CH:12]=[N:13][C:14]=2[NH:15][C:16]2[CH:17]=[N:18][C:19]([O:23][CH3:24])=[C:20]([F:22])[CH:21]=2)[N:3]=1.[CH3:28][Mg]Br>C1COCC1>[NH2:1][C:2]1[N:7]=[C:6]([CH3:8])[N:5]=[C:4]([C:9]2[CH:10]=[C:11]([C:25]([OH:27])([CH3:28])[CH3:26])[CH:12]=[N:13][C:14]=2[NH:15][C:16]2[CH:17]=[N:18][C:19]([O:23][CH3:24])=[C:20]([F:22])[CH:21]=2)[N:3]=1. Reported procedure: A suspension of 1-(5-(4-amino-6-methyl-1,3,5-triazin-2-yl)-6-(5-fluoro-6-methoxypyridin-3-ylamino)pyridin-3-yl)ethanone (140 mg, 0.38 mmol) in THF (2 mL) at 0° C. was treated with methylmagnesium bromide (1.9 mL of 1.4 M in toluene/THF=75/25, 2.65 mmol). The reaction mixture was stirred at 0° C. for 5 min followed by RT for 30 min and then quenched with sat. NH4Cl solution and extracted with EtOAc. The organic layer was concentrated and purified on a silica gel column eluting with 5-10% MeOH in ... Reactants: O=C1OC=2C(C1(C1=CC=CC=C1)CCCN(C)C)CC=CC2 (3-(2-oxo-3-phenyl-3-dihydrobenzofuranyl)-N,N-dimethylpropylamine), [H-].[H-].[H-].[H-].[Li+].[Al+3] (LiAlH4), material, C(C(=O)O)(=O)O (oxalic acid). Run in C1CCOC1 (THF), CCOCC (Et2O), C(Cl)Cl (CH2Cl2), CCOCC (Et2O). Conditions: time 2 hour. The product is C(C(=O)O)(=O)O.CN(CCCC(CO)(C1=CC=CC=C1)C1=C(C=CC=C1)O)C (5-Dimethylamino-2-(2-hydroxyphenyl)-2-phenylpentanol oxalate). The yield is 52.3%. As a reaction SMILES: [O:1]=[C:2]1[C:6]([CH2:13][CH2:14][CH2:15][N:16]([CH3:18])[CH3:17])([C:7]2[CH:12]=[CH:11][CH:10]=[CH:9][CH:8]=2)[CH:5]2[CH2:19][CH:20]=[CH:21][CH:22]=[C:4]2[O:3]1.[H-].[H-].[H-].[H-].[Li+].[Al+3].[C:29]([OH:34])(=[O:33])[C:30]([OH:32])=[O:31]>C1COCC1.CCOCC.C(Cl)Cl>[C:29]([OH:34])(=[O:33])[C:30]([OH:32])=[O:31].[CH3:18][N:16]([CH3:17])[CH2:15][CH2:14][CH2:13][C:6]([C:5]1[CH:19]=[CH:20][CH:21]=[CH:22][C:4]=1[OH:3])([C:7]1[CH:8]=[CH:9][CH:10]=[CH:11][CH:12]=1)[CH2:2][OH:1] |f:1.2.3.4.5.6,11.12|. Procedure: A solution of 3-(2-oxo-3-phenyl-3-dihydrobenzofuranyl)-N,N-dimethylpropylamine (103 g, 349 mmol) in anhydrous THF (400 ml) was added to a suspension of LiAlH4 (15.3 g, 384 mmol) in Et2O (300 ml) at ice bath temperature and this mixture stirred for 2 hours. After further stirring 1 hour at room temperature the reaction mixture was quenched with saturated Na2SO4, filtered and the solids washed with EtOAc (4×500 ml). The combined organic phases were washed with saturated Na2CO3 (500 ml) and saturat... Starting materials: O=C(O)c1ccc(N2CC(F)(F)C2)c(OCC2CC2)n1, NC(=O)C(N)CC1CC1. Product: NC(=O)C(CC1CC1)NC(=O)c1ccc(N2CC(F)(F)C2)c(OCC2CC2)n1. As a reaction SMILES: [CH:1]1([CH2:4][O:5][c:6]2[c:7]([N:15]3[CH2:16][C:17]([F:19])([F:20])[CH2:18]3)[cH:8][cH:9][c:10]([C:12](=[O:13])[OH:14])[n:11]2)[CH2:2][CH2:3]1.[NH2:21][CH:22]([C:23](=[O:24])[NH2:25])[CH2:26][CH:27]1[CH2:28][CH2:29]1>>[CH:1]1([CH2:4][O:5][c:6]2[c:7]([N:15]3[CH2:16][C:17]([F:19])([F:20])[CH2:18]3)[cH:8][cH:9][c:10]([C:12](=[O:14])[NH:21][CH:22]([C:23](=[O:24])[NH2:25])[CH2:26][CH:27]3[CH2:28][CH2:29]3)[n:11]2)[CH2:2][CH2:3]1. Starting materials: C(CC=C)(=O)OC (methyl 3-buteneoate), [OH-].[K+] (potassium hydroxide), FC(C(=O)C(F)(F)F)(F)F (Hexafluoroacetone), FC(C(=O)C(F)(F)F)(F)F (hexafluoroacetone). Product: FC(C(C/C=C/C(=O)OC)(C(F)(F)F)O)(F)F (E-methyl 6,6,6-trifluoro-5-hydroxy-5-(trifluoromethyl)hex-2-enoate). The yield is 69.4%. RXN SMILES: [C:1]([O:6][CH3:7])(=[O:5])[CH2:2][CH:3]=[CH2:4].[F:8][C:9]([F:17])([F:16])[C:10]([C:12]([F:15])([F:14])[F:13])=[O:11].[OH-].[K+]>>[F:8][C:9]([F:17])([F:16])[C:10]([OH:11])([C:12]([F:15])([F:14])[F:13])[CH2:4]/[CH:3]=[CH:2]/[C:1]([O:6][CH3:7])=[O:5] |f:2.3|. Procedure details: To a nitrogen-flushed, 150 mL steel reaction vessel with teflon-coated magnetic stirbar was added 30.0 g methyl 3-buteneoate (300 mmol, 1 eq.). Hexafluoroacetone (55.8 g, 336 mmol, 1.1 eq.) was condensed into the vessel at −78° C. The reaction vessel was sealed under 1 atmosphere of nitrogen and warmed to room temperature slowly. The reaction was heated at 160° C. for 16 hours after which the pressure had decreased dramatically. The vessel was cooled in an ice bath and the excess hexafluoroaceto...